From a dataset of the Open Reaction Database (ORD), a public repository of structured organic reaction records. describe an organic reaction: reactants, conditions, products, and yield Reactants: FC(C1=C(C=CC=C1)CCC(=O)O)(F)F (3-(2-(trifluoromethyl)phenyl)propanoic acid), BrC=1C=CC=C2C(NC3(CCNCC3)C12)=O (7-bromospiro[isoindoline-1,4′-piperidin]-3-one). The product is BrC=1C=CC=C2C(NC3(CCN(CC3)C(CCC3=C(C=CC=C3)C(F)(F)F)=O)C12)=O (7-bromo-1′-(3-(2-(trifluoromethyl)phenyl)propanoyl)spiro[isoindoline-1,4′-piperidin]-3-one). As a reaction SMILES: [F:1][C:2]([F:15])([F:14])[C:3]1[CH:8]=[CH:7][CH:6]=[CH:5][C:4]=1[CH2:9][CH2:10][C:11]([OH:13])=O.[Br:16][C:17]1[CH:18]=[CH:19][CH:20]=[C:21]2[C:30]=1[C:24]1([CH2:29][CH2:28][NH:27][CH2:26][CH2:25]1)[NH:23][C:22]2=[O:31]>>[Br:16][C:17]1[CH:18]=[CH:19][CH:20]=[C:21]2[C:30]=1[C:24]1([CH2:25][CH2:26][N:27]([C:11](=[O:13])[CH2:10][CH2:9][C:4]3[CH:5]=[CH:6][CH:7]=[CH:8][C:3]=3[C:2]([F:1])([F:15])[F:14])[CH2:28][CH2:29]1)[NH:23][C:22]2=[O:31]. Reported procedure: The title compound was prepared following a procedure analogous to that described in Example 28 using 3-(2-(trifluoromethyl)phenyl)propanoic acid and 7-bromospiro[isoindoline-1,4′-piperidin]-3-one. LC-MS Method 2 tR=2.206, min, m/z=481; 1H NMR (CDCl3) 1.43 (d, 2H), 2.68 (t, 2H), 2.80-2.92 (m, 3H), 3.15 (t, 2H), 3.32 (t, 1H), 3.92 (d, 1H), 4.85 (d, 1H), 7.25 (m, 2H), 7.40 (m, 2H), 7.56 (d, 1H), 7.65 (d, 1H), 7.79 (d, 1H), 9.20 (s, 1H). Starting materials: ClC1=C(C=C(C=C1)[C@]1(O)[C@H](OC(C)=O)[C@@H](OC(C)=O)[C@H](OC(C)=O)[C@H](O1)COC(C)=O)CC1=CC=C(C=C1)OC1(CCCC1)COC (1-chloro-4-(2,3,4,6-tetra-O-acetyl-β-D-glucopyranos-1-yl)-2-[4-(1-methoxymethyl-cyclopent-1-yloxy)-benzyl]-benzene), N1CCCC1 (pyrrolidine). Solvent: O1CCCC1 (tetrahydrofuran). Run at time 16 hour. Yields the product ClC1=C(C=C(C=C1)[C@]1(O)[C@H](O)[C@@H](O)[C@H](O)[C@H](O1)CO)CC1=CC=C(C=C1)OC1(CCCC1)COC (1-Chloro-4-(β-D-glucopyranos-1-yl)-2-[4-(1-methoxymethyl-cyclopent-1-yloxy)-benzyl]-benzene). As a reaction SMILES: [Cl:1][C:2]1[CH:7]=[CH:6][C:5]([C@:8]2([O:26][C@H:25]([CH2:27][O:28]C(=O)C)[C@@H:20]([O:21]C(=O)C)[C@H:15]([O:16]C(=O)C)[C@H:10]2[O:11]C(=O)C)[OH:9])=[CH:4][C:3]=1[CH2:32][C:33]1[CH:38]=[CH:37][C:36]([O:39][C:40]2([CH2:45][O:46][CH3:47])[CH2:44][CH2:43][CH2:42][CH2:41]2)=[CH:35][CH:34]=1.N1CCCC1>O1CCCC1>[Cl:1][C:2]1[CH:7]=[CH:6][C:5]([C@:8]2([O:26][C@H:25]([CH2:27][OH:28])[C@@H:20]([OH:21])[C@H:15]([OH:16])[C@H:10]2[OH:11])[OH:9])=[CH:4][C:3]=1[CH2:32][C:33]1[CH:38]=[CH:37][C:36]([O:39][C:40]2([CH2:45][O:46][CH3:47])[CH2:41][CH2:42][CH2:43][CH2:44]2)=[CH:35][CH:34]=1. Reported procedure: To a solution of 1-chloro-4-(2,3,4,6-tetra-O-acetyl-β-D-glucopyranos-1-yl)-2-[4-(1-methoxymethyl-cyclopent-1-yloxy)-benzyl]-benzene (0.39 g) in tetrahydrofuran (3 mL) is added pyrrolidine (0.22 mL). The solution is stirred at ambient temperature for 16 h. After dilution with ethyl acetate, the resulting solution is washed with aqueous hydrochloric acid (1 mol/l), dried (Na2SO4) and the solvent is removed under reduced pressure. The residue is purified by HPLC on reversed phase (YMC C18; water/ac...